Dataset: the Open Reaction Database (ORD), a public repository of structured organic reaction records. Task: describe an organic reaction: reactants, conditions, products, and yield The reactants are C(C)C1=C2C(=C(N=C1O)C)SC=C2 (4-ethyl-7-methylthieno[2,3-c]pyridin-5-ol), [H-].[Na+] (sodium hydride), O (H2O), Cl.CN(C)CCCCl (3-(N,N-Dimethylamino)propylchloride hydrochloride), [H-].[Na+] (sodium hydride). Solvent: CN(C)C=O (DMF), CN(C)C=O (DMF). Conditions: time 3 day. Yields the product C(C)C1=C2C(=C(N=C1OCCCN(C)C)C)SC=C2 (4-Ethyl-7-methyl-5-[3-(N,N-dimethylamino)propoxy]thieno[2,3-c]pyridine). The yield is 55.1%. As a reaction SMILES: Cl.[CH3:2][N:3]([CH2:5][CH2:6][CH2:7]Cl)[CH3:4].[H-].[Na+].[CH2:11]([C:13]1[C:18]([OH:19])=[N:17][C:16]([CH3:20])=[C:15]2[S:21][CH:22]=[CH:23][C:14]=12)[CH3:12].O>CN(C=O)C>[CH2:11]([C:13]1[C:18]([O:19][CH2:7][CH2:6][CH2:5][N:3]([CH3:4])[CH3:2])=[N:17][C:16]([CH3:20])=[C:15]2[S:21][CH:22]=[CH:23][C:14]=12)[CH3:12] |f:0.1,2.3|. Procedure details: 3-(N,N-Dimethylamino)propylchloride hydrochloride (5.51 g, 34.9 mmol) and sodium hydride (60% in oil, 1.55 g, 38.8 mmol, prewashed with pentane) in DMF (30 ml) were stirred at room temperature for one hour. This solution was then added to a mixture of 4-ethyl-7-methylthieno[2,3-c]pyridin-5-ol (2.9 g, 15.0 mmol) and sodium hydride (60% in oil, 0.60 g, 15.0 mmol, prewashed in pentane) in DMF (30 ml) which had been allowed to react for two hours. The combination was stirred at room temperature for ...